Dataset: the Open Reaction Database (ORD), a public repository of structured organic reaction records. Task: describe an organic reaction: reactants, conditions, products, and yield As a reaction SMILES: [F:1][C@@H:2]([CH3:24])[CH2:3][N:4]([C:14]1[CH:15]=[C:16]2[C:20](=[CH:21][C:22]=1[OH:23])[CH2:19][CH2:18][CH2:17]2)[S:5]([C:8]1[S:9][CH:10]=[C:11]([CH3:13])[N:12]=1)(=[O:7])=[O:6].C(P(CCCC)CCCC)CCC.O[CH2:39][C:40]1[CH:41]=[CH:42][C:43]([C:46]([O:48][CH2:49][CH3:50])=[O:47])=[N:44][CH:45]=1.N(/C(N1CCCCC1)=O)=N\C(N1CCCCC1)=O>C1COCC1>[F:1][C@@H:2]([CH3:24])[CH2:3][N:4]([S:5]([C:8]1[S:9][CH:10]=[C:11]([CH3:13])[N:12]=1)(=[O:7])=[O:6])[C:14]1[CH:15]=[C:16]2[C:20]([CH2:19][CH2:18][CH2:17]2)=[CH:21][C:22]=1[O:23][CH2:39][C:40]1[CH:41]=[CH:42][C:43]([C:46]([O:48][CH2:49][CH3:50])=[O:47])=[N:44][CH:45]=1. Reaction conditions: time 8 hour. Run in C1CCOC1 (THF). Starting materials: N(=N\C(=O)N1CCCCC1)/C(=O)N1CCCCC1 (1,1′-[(E)-diazene-1,2-diyldicarbonyl]dipiperidine), F[C@H](CN(S(=O)(=O)C=1SC=C(N1)C)C=1C=C2CCCC2=CC1O)C (N-[(2S)-2-fluoropropyl]-N-(6-hydroxy-2,3-dihydro-1H-inden-5-yl)-4-methyl-1,3-thiazole-2-sulfonamide), C(CCC)P(CCCC)CCCC (tributylphosphine), OCC=1C=CC(=NC1)C(=O)OCC (ethyl 5-(hydroxymethyl)pyridine-2-carboxylate). Product: F[C@H](CN(C1=C(C=C2CCCC2=C1)OCC=1C=CC(=NC1)C(=O)OCC)S(=O)(=O)C=1SC=C(N1)C)C (ethyl 5-{[(6-{[(2S)-2-fluoropropyl][(4-methyl-1,3-thiazol-2-yl)sulfonyl]amino}-2,3-dihydro-1H-inden-5-yl)oxy]methyl}pyridine-2-carboxylate). Isolated yield 60.5%. Reported procedure: 133 mg of N-[(2S)-2-fluoropropyl]-N-(6-hydroxy-2,3-dihydro-1H-inden-5-yl)-4-methyl-1,3-thiazole-2-sulfonamide, 94.4 mg of tributylphosphine, and 71.5 mg of ethyl 5-(hydroxymethyl)pyridine-2-carboxylate were dissolved in 1.33 mL of THF, and 118 mg of 1,1′-[(E)-diazene-1,2-diyldicarbonyl]dipiperidine was added thereto, followed by stirring overnight at room temperature. After the insoluble materials were removed by filtration, the solvent was concentrated under reduced pressure and the obtained re... The reactants are ClC1=CC=C(C(=O)Cl)C=C1 (p-chlorobenzoyl chloride), ice hydrochloric acid, [Cl-].[Al+3].[Cl-].[Cl-] (aluminum chloride), C(C)OC(=O)C1=C(N(C=C1)C)CC(=O)OCC (ethyl 3-ethoxycarbonyl-1-methylpyrrole-2-acetate). The product is ClC1=CC=C(C(=O)C2=CC(=C(N2C)CC(=O)OCC)C(=O)OCC)C=C1 (Ethyl 5-(p-chlorobenzoyl)-3-ethoxycarbonyl-1- methylpyrrole-2-acetate). Procedure: A solution of 28 ml. (0.22 mole) of p-chlorobenzoyl chloride and 29.4 g. (0.22 mole) of aluminum chloride in 160 ml. of 1,2-dichloroethane (DCE) is added to a refluxing solution of 52.7 g. (0.22 mole) of ethyl 3-ethoxycarbonyl-1-methylpyrrole-2-acetate in 160 ml. of DCE. The mixture is heated under reflux for 41/2 hours, after which it is poured into ice-hydrochloric acid. The mixture is extracted with CHCl3 and the extract is washed successively with dimethyl-amino-n-propylamine solution, dilut... Reaction SMILES: [Cl:1][C:2]1[CH:10]=[CH:9][C:5]([C:6](Cl)=[O:7])=[CH:4][CH:3]=1.[Cl-].[Al+3].[Cl-].[Cl-].[CH2:15]([O:17][C:18]([C:20]1[CH:24]=[CH:23][N:22]([CH3:25])[C:21]=1[CH2:26][C:27]([O:29][CH2:30][CH3:31])=[O:28])=[O:19])[CH3:16]>ClCCCl>[Cl:1][C:2]1[CH:10]=[CH:9][C:5]([C:6]([C:23]2[N:22]([CH3:25])[C:21]([CH2:26][C:27]([O:29][CH2:30][CH3:31])=[O:28])=[C:20]([C:18]([O:17][CH2:15][CH3:16])=[O:19])[CH:24]=2)=[O:7])=[CH:4][CH:3]=1 |f:1.2.3.4|. Solvent: ClCCCl (DCE), ClCCCl (1,2-dichloroethane). Reactants: O1CCCC=C1 (dihydropyran), [Br-].C1(=CC=CC=C1)[PH+](C1=CC=CC=C1)C1=CC=CC=C1 (triphenylphosphonium bromide), C1(=CC=CC=C1)C (Toluene), solution, ClC1=CC=C2C=CC(=NC2=C1)C=CC=1C=C(C=CC1)[C@H](CCC1=C(C=CC=C1)C(C)(C)O)O[Si](C(C)(C)C)(C)C (2-(2-(3(S)-(3-(2-(7-chloro-2-quinolinyl)ethenyl)phenyl)-3-(dimethyl(2-methyl-2-propyl)silyloxy)propyl)phenyl)-2-propanol), O1CCCC=C1 (dihydropyran), [Br-].C1(=CC=CC=C1)[PH+](C1=CC=CC=C1)C1=CC=CC=C1 (triphenylphosphonium bromide). Product: ClC1=CC=C2C=CC(=NC2=C1)C=CC=1C=C(C=CC1)[C@H](CCC1=C(C=CC=C1)C(C)(C)OC1OCCCC1)O[Si](C(C)(C)C)(C)C (2-(2-(2-(3(S)-(3-(2-(7-chloro-2-quinolinyl)ethenyl)phenyl)-3-(dimethyl(2-methyl-2-propyl)silyloxy)propyl)phenyl)-2-propoxy)tetrahydropyran). Solvent: C(Cl)Cl (CH2Cl2). Reported procedure: To a 0.2M solution of the tertiary alcohol of Step 4 in CH2Cl2 were added 5 equiv. of dihydropyran and 0.1 equiv. of triphenylphosphonium bromide and the mixture was stirred at reflux for 1 day. Then, the same amount of dihydropyran and triphenylphosphonium bromide were added and the mixture stirred at reflux another day. Toluene was added and the resulting solution was filtered through silica with EtOAc:toluene 0:100 to 2:98 to afford the title product. As a reaction SMILES: [Cl:1][C:2]1[CH:11]=[C:10]2[C:5]([CH:6]=[CH:7][C:8]([CH:12]=[CH:13][C:14]3[CH:15]=[C:16]([C@@H:20]([O:33][Si:34]([CH3:40])([CH3:39])[C:35]([CH3:38])([CH3:37])[CH3:36])[CH2:21][CH2:22][C:23]4[CH:28]=[CH:27][CH:26]=[CH:25][C:24]=4[C:29]([OH:32])([CH3:31])[CH3:30])[CH:17]=[CH:18][CH:19]=3)=[N:9]2)=[CH:4][CH:3]=1.[O:41]1[CH:46]=[CH:45][CH2:44][CH2:43][CH2:42]1.[Br-].C1([PH+](C2C=CC=CC=2)C2C=CC=CC=2)C=CC=CC=1.C1(C)C=CC=CC=1>C(Cl)Cl>[Cl:1][C:2]1[CH:11]=[C:10]2[C:5]([CH:6]=[CH:7][C:8]([CH:12]=[CH:13][C:14]3[CH:15]=[C:16]([C@@H:20]([O:33][Si:34]([CH3:40])([CH3:39])[C:35]([CH3:38])([CH3:37])[CH3:36])[CH2:21][CH2:22][C:23]4[CH:28]=[CH:27][CH:26]=[CH:25][C:24]=4[C:29]([O:32][CH:42]4[CH2:43][CH2:44][CH2:45][CH2:46][O:41]4)([CH3:31])[CH3:30])[CH:17]=[CH:18][CH:19]=3)=[N:9]2)=[CH:4][CH:3]=1 |f:2.3|. The reactants are Fc1ccc(C2CC(c3cc(Cl)cc(Cl)c3)(C(F)(F)F)C=N2)cc1Br, C1CCOC1, CC(C)(C)[O-], [K+], O. Product: Fc1ccc(C2=NCC(c3cc(Cl)cc(Cl)c3)(C(F)(F)F)C2)cc1Br. RXN SMILES: [Br:1][c:2]1[cH:3][c:4]([CH:9]2[N:10]=[CH:11][C:12]([C:14]([F:15])([F:16])[F:17])([c:18]3[cH:19][c:20]([Cl:25])[cH:21][c:22]([Cl:24])[cH:23]3)[CH2:13]2)[cH:5][cH:6][c:7]1[F:8].[CH2:33]1[O:34][CH2:35][CH2:36][CH2:37]1.[CH3:26][C:27]([CH3:28])([O-:29])[CH3:30].[K+:31].[OH2:32]>>[Br:1][c:2]1[cH:3][c:4]([C:9]2=[N:10][CH2:11][C:12]([C:14]([F:15])([F:16])[F:17])([c:18]3[cH:19][c:20]([Cl:25])[cH:21][c:22]([Cl:24])[cH:23]3)[CH2:13]2)[cH:5][cH:6][c:7]1[F:8]. Reaction SMILES: [C:1]([C:3]1[CH:8]=[CH:7][CH:6]=[CH:5][C:4]=1[N:9]1[CH2:14][CH2:13][NH:12][CH2:11][CH2:10]1)#[N:2].[N:15]([Sn](CCCC)(CCCC)CCCC)=[N+:16]=[N-:17]>>[NH:15]1[C:1]([C:3]2[CH:8]=[CH:7][CH:6]=[CH:5][C:4]=2[N:9]2[CH2:14][CH2:13][NH:12][CH2:11][CH2:10]2)=[N:2][N:17]=[N:16]1. Reported procedure: A solution of 4-(2-cyano-phenyl)-piperazine (1.7 g, 9.0 mmol, 1.0 eq) in azidotributyltin (5.0 g, 15 mmol, 1.5 eq.) was stirred at 80° C. for about 5 days. Purification by SCX (10 g) ion exchange chromatography afforded crude 4-(2-tetrazole-5-yl-phenyl)-piperazine. LRMS (ESI+): 231.0 (M+1). The reactants are C(#N)C1=C(C=CC=C1)N1CCNCC1 (4-(2-cyano-phenyl)-piperazine), N(=[N+]=[N-])[Sn](CCCC)(CCCC)CCCC (azidotributyltin). Product: N1N=NN=C1C1=C(C=CC=C1)N1CCNCC1 (4-(2-tetrazole-5-yl-phenyl)-piperazine). The reactants are ClC1=CC=C(C=C1)C=1SC(=C(N1)CC(=O)O)SC1=CC=C(C=C1)Cl (2-p-chlorophenyl-5-p-chlorophenylthio-4-thiazoleacetic acid), S(=O)(Cl)Cl (thionyl chloride), C1=CC=CC=C1 (benzene). Run at time 1 hour. Yields the product ClC1=CC=C(C=C1)C=1SC(=C(N1)CC(=O)OCC)SC1=CC=C(C=C1)Cl (Ethyl 2-p-chlorophenyl-5-p-chlorophenylthio-4-thiazoleacetate). RXN SMILES: [Cl:1][C:2]1[CH:7]=[CH:6][C:5]([C:8]2[S:9][C:10]([S:17][C:18]3[CH:23]=[CH:22][C:21]([Cl:24])=[CH:20][CH:19]=3)=[C:11]([CH2:13][C:14]([OH:16])=[O:15])[N:12]=2)=[CH:4][CH:3]=1.S(Cl)(Cl)=O.[CH:29]1C=CC=C[CH:30]=1>>[Cl:1][C:2]1[CH:7]=[CH:6][C:5]([C:8]2[S:9][C:10]([S:17][C:18]3[CH:19]=[CH:20][C:21]([Cl:24])=[CH:22][CH:23]=3)=[C:11]([CH2:13][C:14]([O:16][CH2:29][CH3:30])=[O:15])[N:12]=2)=[CH:4][CH:3]=1. Procedure details: To 1.0 g of 2-p-chlorophenyl-5-p-chlorophenylthio-4-thiazoleacetic acid were added 10 ml of benzene and 2.0 ml of thionyl chloride, and the mixture was refluxed for 30 minutes. The solvent and the excess thionyl chloride were distilled off under reduced pressure. To the residue was added 20 ml of ethanol and stirred at room temperature for 1 hour and then the solvent was distilled off under reduced pressure. Recrystallization of the residue from ethanol gave 0.8 g of the title compound, melting ...